Dataset: the Open Reaction Database (ORD), a public repository of structured organic reaction records. Task: describe an organic reaction: reactants, conditions, products, and yield Reactants: C(C)(=O)O[C@@H]1CC2=C[C@H]([C@H]3[C@@H]4CC[C@H](C(C)C5OCC(CO5)(C)C)[C@]4(CC[C@@H]3[C@]2([C@@H]2[C@H]1O2)C)C)O (20-(5,5-dimethyl-1,3-dioxan-2-yl)-1α,2α-epoxy-7α-hydroxypregn-5-en-3β-yl acetate), N1=CC=CC=C1 (pyridine), CN(C(=O)Cl)C (N,N-dimethylcarbamoyl chloride), C1(=CC=CC=C1)C (toluene). Reagents/catalysts: CN(C1=CC=NC=C1)C (4-(dimethylamino)pyridine). Solvent: C(C)(=O)OCC.CCCCCC (ethyl acetate hexane), C(Cl)Cl (methylene chloride). Reaction conditions: temperature 60 celsius, time 10 hour. Yields the product C(C)(=O)O[C@@H]1CC2=C[C@H]([C@H]3[C@@H]4CC[C@H](C(C)C5OCC(CO5)(C)C)[C@]4(CC[C@@H]3[C@]2([C@@H]2[C@H]1O2)C)C)OC(N(C)C)=O (7α-(N,N-dimethylcarbamoyloxy)-20-(5,5-dimethyl-1,3-dioxan-2-yl)-1α,2α-epoxypregn-5-en-3β-yl acetate). Isolated yield 66.1%. As a reaction SMILES: [C:1]([O:4][C@H:5]1[C@@H:31]2[O:32][C@@H:30]2[C@@:29]2([CH3:33])[C:7](=[CH:8][C@@H:9]([OH:35])[C@@H:10]3[C@@H:28]2[CH2:27][CH2:26][C@@:25]2([CH3:34])[C@H:11]3[CH2:12][CH2:13][C@@H:14]2[CH:15]([CH:17]2[O:22][CH2:21][C:20]([CH3:24])([CH3:23])[CH2:19][O:18]2)[CH3:16])[CH2:6]1)(=[O:3])[CH3:2].N1C=CC=CC=1.[CH3:42][N:43]([CH3:47])[C:44](Cl)=[O:45].C1(C)C=CC=CC=1>CN(C)C1C=CN=CC=1.C(Cl)Cl.C(OCC)(=O)C.CCCCCC>[C:1]([O:4][C@H:5]1[C@@H:31]2[O:32][C@@H:30]2[C@@:29]2([CH3:33])[C:7](=[CH:8][C@@H:9]([O:35][C:44](=[O:45])[N:43]([CH3:47])[CH3:42])[C@@H:10]3[C@@H:28]2[CH2:27][CH2:26][C@@:25]2([CH3:34])[C@H:11]3[CH2:12][CH2:13][C@@H:14]2[CH:15]([CH:17]2[O:18][CH2:19][C:20]([CH3:23])([CH3:24])[CH2:21][O:22]2)[CH3:16])[CH2:6]1)(=[O:3])[CH3:2] |f:6.7|. Procedure: A mixture of 49.0 mg (0.1 mmole) of 20-(5,5-dimethyl-1,3-dioxan-2-yl)-1α,2α-epoxy-7α-hydroxypregn-5-en-3β-yl acetate, 0.24 ml (3 mmoles) of pyridine, 0.5 mg (0.004 mmole) of 4-(dimethylamino)pyridine, 0.12 ml (1.3 mmoles) of N,N-dimethylcarbamoyl chloride and 10 ml of dry toluene was stirred at a temperature of 60° C. for 10 hours. The reaction mixture thus obtained was cooled to room temperature, diluted with 50 ml of methylene chloride, washed with water 3 times and finally washed with aqueous... Reactants: CCOC(=O)c1c(O)c2ccc(C)c(C)c2oc1=O, COC(C)O, NCC(=O)[O-], [Na+]. The product is Cc1ccc2c(O)c(C(=O)NCC(=O)O)c(=O)oc2c1C. RXN SMILES: [CH2:1]([O:2][C:4](=[O:5])[c:6]1[c:7](=[O:19])[o:8][c:9]2[c:10]([CH3:18])[c:11]([CH3:17])[cH:12][cH:13][c:14]2[c:15]1[OH:16])[CH3:3].[CH3:26][O:27][CH:28]([OH:29])[CH3:30].[NH2:20][CH2:21][C:22](=[O:23])[O-:24].[Na+:25]>>[C:4](=[O:5])([c:6]1[c:7](=[O:19])[o:8][c:9]2[c:10]([CH3:18])[c:11]([CH3:17])[cH:12][cH:13][c:14]2[c:15]1[OH:16])[NH:20][CH2:21][C:22](=[O:23])[OH:24]. Reactants: ice H2O, C(C)OC1=CC=CC=C1 (ethoxybenzene), [Al+3].[Cl-].[Cl-].[Cl-] (AlCl3), BrC=1C=CC(=C(C(=O)Cl)C1)Cl (5-bromo-2-chlorobenzoyl chloride). Solvent: C(Cl)Cl (DCM). Run at temperature -2.5 celsius, time 1 hour. The product is BrC=1C=CC(=C(C1)C(=O)C1=CC=C(C=C1)OCC)Cl ((5-bromo-2-chloro phenyl)(4-ethoxyphenyl)methanone). RXN SMILES: [CH2:1]([O:3][C:4]1[CH:9]=[CH:8][CH:7]=[CH:6][CH:5]=1)[CH3:2].[Al+3].[Cl-].[Cl-].[Cl-].[Br:14][C:15]1[CH:16]=[CH:17][C:18]([Cl:24])=[C:19]([CH:23]=1)[C:20](Cl)=[O:21]>C(Cl)Cl>[Br:14][C:15]1[CH:16]=[CH:17][C:18]([Cl:24])=[C:19]([C:20]([C:7]2[CH:8]=[CH:9][C:4]([O:3][CH2:1][CH3:2])=[CH:5][CH:6]=2)=[O:21])[CH:23]=1 |f:1.2.3.4|. Procedure: At −5-0° C., ethoxybenzene (20.5 g) and AlCl3 (22.3 g) were added into a solution of 5-bromo-2-chlorobenzoyl chloride (from step 2) in dry DCM (200 mL). Then the mixture was stirred at −5-0° C. for 1 h. The mixture was poured into ice-H2O (200 mL) and extracted with DCM. The organic phase was washed with 1M HCl, H2O, IM NaOH and brine. And the organic phase was concentrated, and the crude was purified by silica-gel column chromatography (PE/EA=80/1-40/1), to obtain 30 g of (5-bromo-2-chloro phen...